From a dataset of the Open Reaction Database (ORD), a public repository of structured organic reaction records. describe an organic reaction: reactants, conditions, products, and yield Reactants: C1(CCCCC1)C1=CC=C(C=C1)O (4-cyclohexylphenol), C(C)C(C(=O)OCC)=C (ethyl ethylacrylate), C1(CCCCC1)C1=CC=C(OC[C@@H]2CN=C(O2)N)C=C1 ((S)-5-(4-cyclohexyl-phenoxymethyl)-4,5-dihydro-oxazol-2-ylamine), C1[C@@H](O1)CCl (R-epichlorohydrin). Run in C(CCC)O (n-butanol). Reaction conditions: temperature 90 celsius. Product: C1(CCCCC1)C1=CC=C(OC[C@@H]2CN3C(=NC([C@@H](C3)CC)=O)O2)C=C1 ((2S,6R)-2-(4-cyclohexyl-phenoxymethyl)-6-ethyl-2,3,5,6-tetrahydro-oxazolo[3,2-a]pyrimidin-7-one), C1(CCCCC1)C1=CC=C(OC[C@@H]2CN3C(=NC([C@H](C3)CC)=O)O2)C=C1 ((2S,6S)-2-(4-cyclohexyl-phenoxymethyl)-6-ethyl-2,3,5,6-tetrahydro-oxazolo[3,2-a]pyrimidin-7-one). As a reaction SMILES: [CH:1]1([C:7]2[CH:20]=[CH:19][C:10]([O:11][CH2:12][C@H:13]3[O:17][C:16]([NH2:18])=[N:15][CH2:14]3)=[CH:9][CH:8]=2)[CH2:6][CH2:5][CH2:4][CH2:3][CH2:2]1.C1O[C@H]1CCl.C1(C2C=CC(O)=CC=2)CCCCC1.[CH2:39]([C:41](=[CH2:47])[C:42](OCC)=[O:43])[CH3:40]>C(O)CCC>[CH:1]1([C:7]2[CH:20]=[CH:19][C:10]([O:11][CH2:12][C@H:13]3[O:17][C:16]4=[N:18][C:42](=[O:43])[C@H:41]([CH2:39][CH3:40])[CH2:47][N:15]4[CH2:14]3)=[CH:9][CH:8]=2)[CH2:2][CH2:3][CH2:4][CH2:5][CH2:6]1.[CH:1]1([C:7]2[CH:20]=[CH:19][C:10]([O:11][CH2:12][C@H:13]3[O:17][C:16]4=[N:18][C:42](=[O:43])[C@@H:41]([CH2:39][CH3:40])[CH2:47][N:15]4[CH2:14]3)=[CH:9][CH:8]=2)[CH2:2][CH2:3][CH2:4][CH2:5][CH2:6]1. Procedure details: A solution of (S)-5-(4-cyclohexyl-phenoxymethyl)-4,5-dihydro-oxazol-2-ylamine (0.85 g, 3.09 mmol), prepared in accordance with the procedures in Steps 1 and 2 of Example 1 and starting from R-epichlorohydrin and 4-cyclohexylphenol, and ethyl ethylacrylate (1.0 g, 7.57 mmol) in n-butanol (2 ml) was heated at 90° C. for 18 hrs. The reaction mixture was concentrated and loaded onto a silica gel column, and eluted with 2-6% isopropanol/methylene chloride to afford (2S,6R)-2-(4-cyclohexyl-phenoxymeth... Reactants: CN1CCN(c2ccc([N+](=O)[O-])c(CC(N)=O)c2)CC1, CO. Product: CN1CCN(c2ccc(N)c(CC(N)=O)c2)CC1. RXN SMILES: [CH3:1][N:2]1[CH2:3][CH2:4][N:5]([c:8]2[cH:9][cH:10][c:11]([N+:18]([O-:19])=[O:20])[c:12]([CH2:14][C:15](=[O:16])[NH2:17])[cH:13]2)[CH2:6][CH2:7]1.[CH3:21][OH:22]>>[CH3:1][N:2]1[CH2:3][CH2:4][N:5]([c:8]2[cH:9][cH:10][c:11]([NH2:18])[c:12]([CH2:14][C:15](=[O:16])[NH2:17])[cH:13]2)[CH2:6][CH2:7]1. The product is FC(C(=O)O)(F)F.NC1=C2N=CN(C2=NC(=N1)Cl)[C@H]1[C@@H]([C@@H]([C@H](C1)NC(CC)=O)O)O (N-[(1S2R,3S,4R)-4-(6-Amino-2-chloro-purin-9-yl)-2,3-dihydroxy-cyclopentyl]-propionamide trifluoroacetate). Reaction conditions: time 3 hour. As a reaction SMILES: [F:1][C:2]([F:7])([F:6])[C:3]([OH:5])=[O:4].[NH2:8][C@H:9]1[CH2:13][C@@H:12]([N:14]2[CH:22]=[N:21][C:20]3[C:15]2=[N:16][C:17]([Cl:24])=[N:18][C:19]=3[NH2:23])[C@H:11]([OH:25])[C@@H:10]1[OH:26].C(N(C(C)C)CC)(C)C.[C:36](Cl)(=[O:39])[CH2:37][CH3:38]>C1COCC1>[F:1][C:2]([F:7])([F:6])[C:3]([OH:5])=[O:4].[NH2:23][C:19]1[N:18]=[C:17]([Cl:24])[N:16]=[C:15]2[C:20]=1[N:21]=[CH:22][N:14]2[C@@H:12]1[CH2:13][C@H:9]([NH:8][C:36](=[O:39])[CH2:37][CH3:38])[C@@H:10]([OH:26])[C@H:11]1[OH:25] |f:0.1,5.6|. The solvent is C1CCOC1 (THF). Reported procedure: (1S,2R,3S,5R)-3-Amino-5-(6-amino-2-chloro-purin-9-yl)-cyclopentane-1,2-diol trifluoroacetate (intermediate for preparing Example 1) (20 mg, 39 μmol) and diisopropylethylamine (25 mg, 190 μmol) are placed in a flask with dry THF (1 ml). Propionyl chloride (3.6 mg, 39 μmol) is added and the reaction mixture is stirred at room temperature. The reaction is shown to be complete by LCMS after 3 hours. The solvent is removed in vacuo and the title compound is obtained, which can be purified by reverse ... Reactants: FC(C(=O)O)(F)F.N[C@@H]1[C@H]([C@H]([C@@H](C1)N1C2=NC(=NC(=C2N=C1)N)Cl)O)O ((1S,2R,3S,5R)-3-Amino-5-(6-amino-2-chloro-purin-9-yl)-cyclopentane-1,2-diol trifluoroacetate), C(C)(C)N(CC)C(C)C (diisopropylethylamine), C(CC)(=O)Cl (Propionyl chloride). Starting materials: CC(C)(C)OC(=O)N1CCC(O)CC1, C1CCOC1, FC(F)(F)c1cc(-n2ncc3c(Cl)ncnc32)cc(C(F)(F)F)c1, [H-], [Na+]. Product: CC(C)(C)OC(=O)N1CCC(Oc2ncnc3c2cnn3-c2cc(C(F)(F)F)cc(C(F)(F)F)c2)CC1. As a reaction SMILES: [C:25]([CH3:26])([CH3:27])([CH3:28])[O:29][C:30](=[O:31])[N:32]1[CH2:33][CH2:34][CH:35]([OH:38])[CH2:36][CH2:37]1.[CH2:41]1[O:42][CH2:43][CH2:44][CH2:45]1.[F:1][C:2]([c:3]1[cH:4][c:5](-[n:13]2[n:14][cH:15][c:16]3[c:17]2[n:18][cH:19][n:20][c:21]3[Cl:22])[cH:6][c:7]([C:9]([F:10])([F:11])[F:12])[cH:8]1)([F:23])[F:24].[H-:40].[Na+:39]>>[F:1][C:2]([c:3]1[cH:4][c:5](-[n:13]2[n:14][cH:15][c:16]3[c:17]2[n:18][cH:19][n:20][c:21]3[O:38][CH:35]2[CH2:34][CH2:33][N:32]([C:30]([O:29][C:25]([CH3:26])([CH3:27])[CH3:28])=[O:31])[CH2:37][CH2:36]2)[cH:6][c:7]([C:9]([F:10])([F:11])[F:12])[cH:8]1)([F:23])[F:24]. Starting materials: CN(C)C=O, ClCCl, Cc1ccc(NS(=O)(=O)c2cccc(C=CC(=O)O)c2)cc1. Product: Cc1ccc(NS(=O)(=O)c2cccc(C=CC(=O)Cl)c2)cc1. Reaction SMILES: [CH3:26][N:27]([CH3:28])[CH:29]=[O:30].[Cl:23][CH2:24][Cl:25].[c:1]1([CH3:22])[cH:2][cH:3][c:4]([NH:7][S:8](=[O:9])(=[O:10])[c:11]2[cH:12][c:13]([CH:17]=[CH:18][C:19](=[O:20])[OH:21])[cH:14][cH:15][cH:16]2)[cH:5][cH:6]1>>[c:1]1([CH3:22])[cH:2][cH:3][c:4]([NH:7][S:8](=[O:9])(=[O:10])[c:11]2[cH:12][c:13]([CH:17]=[CH:18][C:19](=[O:20])[Cl:23])[cH:14][cH:15][cH:16]2)[cH:5][cH:6]1. Reactants: ClC(=O)N1C=2C(C(NC3=C1C=CC=C3)=O)=CSC2C (4-(chlorocarbonyl)-4,9-dihydro-3-methyl-10H-thieno[3,4-b][1,5]benzodiazepin-10-one), N1(CCCCC1)CCCCC1CCN(CC1)CCN (2-[4-[4-(piperidin-l-yl)butyl]-piperidin-l-yl]ethanamine). Run in C(C)#N (acetonitrile). Product: CC=1SC=C2C1N(C1=C(NC2=O)C=CC=C1)C(=O)NCCN1CCC(CC1)CCCCN1CCCCC1 (4,9-Dihydro-3-methyl-4-[[[2-[4-[4-(piperidin-l-yl)butyl]-piperidin-l-yl]ethyl]amino]carbonyl]-10H-thieno[3,4-b][1,5]benzodiazepin-10-one). Yield: 20.0%. RXN SMILES: Cl[C:2]([N:4]1[C:10]2[CH:11]=[CH:12][CH:13]=[CH:14][C:9]=2[NH:8][C:7](=[O:15])[C:6]2=[CH:16][S:17][C:18]([CH3:19])=[C:5]12)=[O:3].[N:20]1([CH2:26][CH2:27][CH2:28][CH2:29][CH:30]2[CH2:35][CH2:34][N:33]([CH2:36][CH2:37][NH2:38])[CH2:32][CH2:31]2)[CH2:25][CH2:24][CH2:23][CH2:22][CH2:21]1>C(#N)C>[CH3:19][C:18]1[S:17][CH:16]=[C:6]2[C:7](=[O:15])[NH:8][C:9]3[CH:14]=[CH:13][CH:12]=[CH:11][C:10]=3[N:4]([C:2]([NH:38][CH2:37][CH2:36][N:33]3[CH2:32][CH2:31][CH:30]([CH2:29][CH2:28][CH2:27][CH2:26][N:20]4[CH2:21][CH2:22][CH2:23][CH2:24][CH2:25]4)[CH2:35][CH2:34]3)=[O:3])[C:5]=12. Reported procedure: Prepared analogously to Example 1 from 4-(chlorocarbonyl)-4,9-dihydro-3-methyl-10H-thieno[3,4-b][1,5]benzodiazepin-10-one and 2-[4-[4-(piperidin-l-yl)butyl]-piperidin-l-yl]ethanamine in a yield of 20% of theory. Colourless crystals, m.p. 186°-187° C. (acetonitrile). Reactants: COC1=C(CNC2=NC=NS2)C=CC(=C1)OC (N-(2,4-dimethoxybenzyl)-1,2,4-thiadiazol-5-amine), ClC1=CC(=C(C=C1)C1=NC=CC2=CC(=CC=C12)S(=O)(=O)OC1=C(C(=C(C(=C1F)F)F)F)F)OC (perfluorophenyl 1-(4-chloro-2-methoxyphenyl)isoquinoline-6-sulfonate), C[Si](C)(C)[N-][Si](C)(C)C.[Li+] (lithium bis(trimethylsilyl)amide). Solvent: [Cl-].[NH4+] (ammonium chloride), O (water), C1CCOC1 (THF), C1CCOC1 (THF). Run at time 10 minute. The product is ClC1=CC(=C(C=C1)C1=NC=CC2=CC(=CC=C12)S(=O)(=O)N(C1=NC=NS1)CC1=C(C=C(C=C1)OC)OC)OC (1-(4-chloro-2-methoxyphenyl)-N-(2,4-dimethoxybenzyl)-N-(1,2,4-thiadiazol-5-yl)isoquinoline-6-sulfonamide). Isolated yield 95.6%. As a reaction SMILES: [CH3:1][O:2][C:3]1[CH:15]=[C:14]([O:16][CH3:17])[CH:13]=[CH:12][C:4]=1[CH2:5][NH:6][C:7]1[S:11][N:10]=[CH:9][N:8]=1.C[Si]([N-][Si](C)(C)C)(C)C.[Li+].[Cl:28][C:29]1[CH:34]=[CH:33][C:32]([C:35]2[C:44]3[C:39](=[CH:40][C:41]([S:45](OC4C(F)=C(F)C(F)=C(F)C=4F)(=[O:47])=[O:46])=[CH:42][CH:43]=3)[CH:38]=[CH:37][N:36]=2)=[C:31]([O:60][CH3:61])[CH:30]=1>C1COCC1.[Cl-].[NH4+].O>[Cl:28][C:29]1[CH:34]=[CH:33][C:32]([C:35]2[C:44]3[C:39](=[CH:40][C:41]([S:45]([N:6]([CH2:5][C:4]4[CH:12]=[CH:13][C:14]([O:16][CH3:17])=[CH:15][C:3]=4[O:2][CH3:1])[C:7]4[S:11][N:10]=[CH:9][N:8]=4)(=[O:47])=[O:46])=[CH:42][CH:43]=3)[CH:38]=[CH:37][N:36]=2)=[C:31]([O:60][CH3:61])[CH:30]=1 |f:1.2,5.6|. Reported procedure: A round-bottom flask was charged with N-(2,4-dimethoxybenzyl)-1,2,4-thiadiazol-5-amine (117 mg, 0.466 mmol) and THF (1944 μl) to give a clear solution. The flask was cooled in a dry ice-acetone bath for 5 min, then lithium bis(trimethylsilyl)amide (1M in THF) (466 μl, 0.466 mmol) was added drop wise. The flask was removed from the cooling bath for 3 min, then recooled in the bath. A solution of perfluorophenyl 1-(4-chloro-2-methoxyphenyl)isoquinoline-6-sulfonate (INTERMEDIATE NNN, 200.53 mg, 0.3... Starting materials: C1(=CC=CC=C1)C1(CC(C(C2CN(CC12)C(CC1=C(C=CC=C1)OCC1=CC=CC=C1)=O)(O)C1=C(C=CC=C1)OC)O)C1=CC=CC=C1 (7,7-diphenyl-4-(2-methoxyphenyl )-2-[(2-benzyloxyphenyl)acetyl]perhydroisoindole-4,5-diol), palladium hydroxide-on-charcoal. Reported procedure: A mixture of 1.5 g of (3aRS, 4RS, 5RS, 7aRS )-7,7-diphenyl-4-(2-methoxyphenyl )-2-[(2-benzyloxyphenyl)acetyl]perhydroisoindole-4,5-diol and 50 cm3 of ethanol is heated at 60° C. while stirring; 0.5 g of 20% strength palladium hydroxide-on-charcoal is added and the reaction mixture is then hydrogenated at a temperature of 60° C. and under atmospheric pressure, while stirring. After a reaction time of 45 minutes, the theoretical volume of hydrogen was absorbed; the reaction mixture is filtered and... Run in C(C)O (ethanol). Yields the product C1(=CC=CC=C1)C1(CC(C(C2CN(CC12)C(CC1=C(C=CC=C1)O)=O)(O)C1=C(C=CC=C1)OC)O)C1=CC=CC=C1 (7,7-diphenyl-4- (2-methoxyphenyl )-2-[(2-hydroxyphenyl)acetyl] perhydroisoindole-4,5-diol). Reaction conditions: temperature 60 celsius. Reaction SMILES: [C:1]1([C:7]2([C:43]3[CH:48]=[CH:47][CH:46]=[CH:45][CH:44]=3)[CH:15]3[CH:11]([CH2:12][N:13]([C:16](=[O:32])[CH2:17][C:18]4[CH:23]=[CH:22][CH:21]=[CH:20][C:19]=4[O:24]CC4C=CC=CC=4)[CH2:14]3)[C:10]([C:34]3[CH:39]=[CH:38][CH:37]=[CH:36][C:35]=3[O:40][CH3:41])([OH:33])[CH:9]([OH:42])[CH2:8]2)[CH:6]=[CH:5][CH:4]=[CH:3][CH:2]=1>C(O)C>[C:43]1([C:7]2([C:1]3[CH:6]=[CH:5][CH:4]=[CH:3][CH:2]=3)[CH:15]3[CH:11]([CH2:12][N:13]([C:16](=[O:32])[CH2:17][C:18]4[CH:23]=[CH:22][CH:21]=[CH:20][C:19]=4[OH:24])[CH2:14]3)[C:10]([C:34]3[CH:39]=[CH:38][CH:37]=[CH:36][C:35]=3[O:40][CH3:41])([OH:33])[CH:9]([OH:42])[CH2:8]2)[CH:48]=[CH:47][CH:46]=[CH:45][CH:44]=1. Reactants: [H][H] (hydrogen), NC1=CC=C(C=C1)C1=NN=C(CC2=C1C=C1C(=C2)OCO1)C (1-(4-aminophenyl)-4-methyl-7,8-methylenedioxy-5H-2,3-benzodiazepine), [BH4-].[Na+] (sodium borohydride), [OH-].[Na+] (sodium hydroxide), Cl (hydrochloric acid), Cl (hydrochloric acid). As a reaction SMILES: [NH2:1][C:2]1[CH:7]=[CH:6][C:5]([C:8]2[C:14]3[CH:15]=[C:16]4[O:21][CH2:20][O:19][C:17]4=[CH:18][C:13]=3[CH2:12][C:11]([CH3:22])=[N:10][N:9]=2)=[CH:4][CH:3]=1.[BH4-].[Na+].Cl.[OH-].[Na+].[H][H]>O.N1C=CC=CC=1>[NH2:1][C:2]1[CH:7]=[CH:6][C:5]([C:8]2[C:14]3[CH:15]=[C:16]4[O:21][CH2:20][O:19][C:17]4=[CH:18][C:13]=3[CH2:12][CH:11]([CH3:22])[NH:10][N:9]=2)=[CH:4][CH:3]=1 |f:1.2,4.5|. Yields the product NC1=CC=C(C=C1)C1=NNC(CC2=C1C=C1C(=C2)OCO1)C (1-(4-aminophenyl)-4-methyl-7,8-methylenedioxy-3,4-dihydro-5H-2,3-benzodiazepine). Solvent: O (water), O (water), N1=CC=CC=C1 (pyridine). Conditions: time 5 hour. Reported procedure: A mixture of 8.80 g (0.03 moles) of 1-(4-aminophenyl)-4-methyl-7,8-methylenedioxy-5H-2,3-benzodiazepine, 5.675 g (0.15 moles) of sodium borohydride and 80 ml of pyridine is stirred on a water bath heated to boiling, for 5 hours. When the reaction mixture is cool, 90 ml of water is added to it, then, under ice-cooling, 260 ml of an aqueous hydrochloric acid solution containing 110 ml of concentrated hydrochloric acid are added, and thereafter 115 ml of 40% aqueous sodium hydroxide solution are dr...